This data is from the Open Reaction Database (ORD), a public repository of structured organic reaction records. The task is: describe an organic reaction: reactants, conditions, products, and yield The reactants are C(#N)C(=O)OCC (ethyl cyanoformate), [H-].[Na+] (sodium hydride), [Na] (sodium), ClC1=CC2=C(N(C(CS2(=O)=O)=O)C)C=C1 (7-chloro-4-methyl-2H-1,4-benzothiazin-3(4H)one 1,1-dioxide). Run in CN(C=O)C (dimethylformamide), CN(C=O)C (dimethylformamide). Run at time 1 hour. Product: ClC1=CC2=C(N(C(C(S2(=O)=O)C(=O)OCC)=O)C)C=C1 (7-chloro-2-ethoxycarbonyl-4-methyl-2H-1,4-benzothiazin-3(4H)one 1,1-dioxide). Yield: 79.9%. Reaction SMILES: [H-].[Na+].[Cl:3][C:4]1[CH:17]=[CH:16][C:7]2[N:8]([CH3:15])[C:9](=[O:14])[CH2:10][S:11](=[O:13])(=[O:12])[C:6]=2[CH:5]=1.[Na].C([C:21]([O:23][CH2:24][CH3:25])=[O:22])#N>CN(C)C=O>[Cl:3][C:4]1[CH:17]=[CH:16][C:7]2[N:8]([CH3:15])[C:9](=[O:14])[CH:10]([C:21]([O:23][CH2:24][CH3:25])=[O:22])[S:11](=[O:13])(=[O:12])[C:6]=2[CH:5]=1 |f:0.1,^1:17|. Reported procedure: To a suspension of sodium hydride (5.13 g, 60% oil dispersion, washed with dry petroleum ether) in dimethylformamide (110 ml) was added 7-chloro-4-methyl-2H-1,4-benzothiazin-3(4H)one 1,1-dioxide (30 g) at 5° to 10° C. The mixture was allowed to warm to room temperature and stirred for 15 minutes for the preparation of the sodium salt. The reaction mixture was then cooled in an ice bath and a solution of ethyl cyanoformate (16.29 g) in dimethylformamide (15 ml) was added dropwise over 30 minutes.... Starting materials: NC1=C(C(=CC(=C1OC)Cl)F)N1C(N(C(=CC1=O)C(F)(F)F)C)=O (3-(2-amino-4-chloro-6-fluoro-3-methoxyphenyl)-1-methyl-6-trifluoromethyl-2,4(1H, 3H)pyrimidinedione), C(C=C)(=O)OCC (ethyl acrylate), N(=O)OC(C)(C)C (tert-butyl nitrite), Cl (hydrochloric acid). Reagents/catalysts: [Cu](Cl)Cl (copper (II) chloride). The solvent is C(C)#N (acetonitrile), C(C)#N (acetonitrile). Conditions: time 16 hour. Yields the product ClC1=C(C(=C(C(=C1)F)N1C(N(C(=CC1=O)C(F)(F)F)C)=O)CC(C(=O)OCC)Cl)OC (3-{4-chloro-2-[2-chloro-2-(ethoxycarbonyl)ethyl]-6-fluoro-3-methoxyphenyl}-1-methyl-6-trifluoromethyl-2,4(1H, 3H)-pyrimidinedione). RXN SMILES: N[C:2]1[C:7]([O:8][CH3:9])=[C:6]([Cl:10])[CH:5]=[C:4]([F:11])[C:3]=1[N:12]1[C:17](=[O:18])[CH:16]=[C:15]([C:19]([F:22])([F:21])[F:20])[N:14]([CH3:23])[C:13]1=[O:24].[C:25]([O:29][CH2:30][CH3:31])(=[O:28])[CH:26]=[CH2:27].N(OC(C)(C)C)=O.[ClH:39]>C(#N)C.[Cu](Cl)Cl>[Cl:10][C:6]1[CH:5]=[C:4]([F:11])[C:3]([N:12]2[C:17](=[O:18])[CH:16]=[C:15]([C:19]([F:21])([F:20])[F:22])[N:14]([CH3:23])[C:13]2=[O:24])=[C:2]([CH2:27][CH:26]([Cl:39])[C:25]([O:29][CH2:30][CH3:31])=[O:28])[C:7]=1[O:8][CH3:9]. Procedure details: A solution of 3-(2-amino-4-chloro-6-fluoro-3-methoxyphenyl)-1-methyl-6-trifluoromethyl-2,4(1H, 3H)pyrimidinedione (0.94 g, 2.56 mmol) in acetonitrile (3 ml) was slowly added to an acetonitrile (9 ml) solution of ethyl acrylate (6 ml), tert-butyl nitrite (0.41 g, 3.97 mmol), and copper (II) chloride (0.42 g, 3.12 mmol) at −20° C. After stirred for 16 hr (−20° C. to room temperature), the mixture was poured into cold 5% hydrochloric acid (30 ml) and extracted with ethyl acetate (20 ml ×3), the org... The reactants are C(CCC)N1C(NC(C(=C1N)N)=O)=O (1-butyl-5,6-diamino-2,4-(1H,3H)-pyrimidinedione), C(=O)O (formic acid). Product: C(CCC)N1C(NC(C=2NC=NC12)=O)=O (3-butyl-3,7-dihydro-1H-purine-2,6-dione). As a reaction SMILES: [CH2:1]([N:5]1[C:10]([NH2:11])=[C:9]([NH2:12])[C:8](=[O:13])[NH:7][C:6]1=[O:14])[CH2:2][CH2:3][CH3:4].[CH:15](O)=O>>[CH2:1]([N:5]1[C:10]2[N:11]=[CH:15][NH:12][C:9]=2[C:8](=[O:13])[NH:7][C:6]1=[O:14])[CH2:2][CH2:3][CH3:4]. Procedure details: A solution of 36.6 g of 1-butyl-5,6-diamino-2,4-(1H,3H)-pyrimidinedione (X) in 100 ml of formic acid was refluxed for 2 hours. The hot solution was filtered and 30 ml of chloroform was added and ether was then added slowly. The received crystals were filtered off. Yield 42.9 g (not dried). (XI). The amide (XI) was refluxed in 100 ml of 2N NaOH for 2 hours and then neutralized with 5N HCl. The crystals were filtered off and washed with ethanol. Yield 28.4 g (74%) (XII), NMR. ##STR9## The reactants are C1(CCCC1)C1(OC(C(=C(C1)O)CC1=NN2C(N=C(C=C2C)C)=N1)=O)CCCCC1CCN(CC1)C(=O)OC(C)(C)C (tert-Butyl 4-(4-{2-cyclopentyl-5-[(5,7-dimethyl[1,2,4]triazolo[1,5-a]pyrimidin-2-yl)methyl]-4-hydroxy-6-oxo-3,6-dihydro-2H-pyran-2-yl}butyl)piperidine-1-carboxylate), Cl (HCl). Run in O1CCOCC1 (dioxane), O1CCOCC1 (dioxane). Conditions: time 8 hour. The product is C1(CCCC1)C1(CC(=C(C(O1)=O)CC1=NN2C(N=C(C=C2C)C)=N1)O)CCCCC1CCNCC1 (6-Cyclopentyl-3-[(5,7-dimethyl[1,2,4]triazolo[1,5-a]pyrimidin-2-yl)methyl]-4-hydroxy-6-(4-piperidin-4-ylbutyl)-5,6-dihydro-2H-pyran-2-one). Reaction SMILES: [CH:1]1([C:6]2([CH2:26][CH2:27][CH2:28][CH2:29][CH:30]3[CH2:35][CH2:34][N:33](C(OC(C)(C)C)=O)[CH2:32][CH2:31]3)[CH2:11][C:10]([OH:12])=[C:9]([CH2:13][C:14]3[N:24]=[C:17]4[N:18]=[C:19]([CH3:23])[CH:20]=[C:21]([CH3:22])[N:16]4[N:15]=3)[C:8](=[O:25])[O:7]2)[CH2:5][CH2:4][CH2:3][CH2:2]1.Cl>O1CCOCC1>[CH:1]1([C:6]2([CH2:26][CH2:27][CH2:28][CH2:29][CH:30]3[CH2:31][CH2:32][NH:33][CH2:34][CH2:35]3)[O:7][C:8](=[O:25])[C:9]([CH2:13][C:14]3[N:24]=[C:17]4[N:18]=[C:19]([CH3:23])[CH:20]=[C:21]([CH3:22])[N:16]4[N:15]=3)=[C:10]([OH:12])[CH2:11]2)[CH2:5][CH2:4][CH2:3][CH2:2]1. Reported procedure: tert-Butyl 4-(4-{2-cyclopentyl-5-[(5,7-dimethyl[1,2,4]triazolo[1,5-a]pyrimidin-2-yl)methyl]-4-hydroxy-6-oxo-3,6-dihydro-2H-pyran-2-yl}butyl)piperidine-1-carboxylate (example B(41)) (0.47 g, 0.8 mmol) was dissolved in dioxane (1 mL) and 4N HCl in dioxane (1 mL). The reaction was stirred overnight at room temperature. Solvents were removed and the residue was purified using a Dionex system (30–70% CH3CN/H2O (0.1% AcOH). H NMR (400 MHz, DMSO-d6): δ 1.37–1.70 (m, 20 H), 2.63–2.85 (m, 12 H), 3.69–3.9...